Task: describe an organic reaction: reactants, conditions, products, and yield. Dataset: the Open Reaction Database (ORD), a public repository of structured organic reaction records Starting materials: FC1=C2CC(CC2=C(C=C1)F)(C(=O)O)NC(C1=C(C(=CC=C1)C)C=C(C)C)=O (4,7-Difluoro-2-[3-methyl-2-(2-methyl-propenyl)-benzoylamino]-indan-2-carboxylic acid). The reagents and catalysts are [Pd] (palladium/carbon). The solvent is CO (MeOH). The product is FC1=C2CC(CC2=C(C=C1)F)(C(=O)O)NC(C1=C(C(=CC=C1)C)CC(C)C)=O (4,7-Difluoro-2-(2-isobutyl-3-methyl-benzoylamino)-indan-2-carboxylic acid). As a reaction SMILES: [F:1][C:2]1[CH:10]=[CH:9][C:8]([F:11])=[C:7]2[C:3]=1[CH2:4][C:5]([NH:15][C:16](=[O:28])[C:17]1[CH:22]=[CH:21][CH:20]=[C:19]([CH3:23])[C:18]=1[CH:24]=[C:25]([CH3:27])[CH3:26])([C:12]([OH:14])=[O:13])[CH2:6]2>CO.[Pd]>[F:1][C:2]1[CH:10]=[CH:9][C:8]([F:11])=[C:7]2[C:3]=1[CH2:4][C:5]([NH:15][C:16](=[O:28])[C:17]1[CH:22]=[CH:21][CH:20]=[C:19]([CH3:23])[C:18]=1[CH2:24][CH:25]([CH3:26])[CH3:27])([C:12]([OH:14])=[O:13])[CH2:6]2. Procedure details: A solution of 4,7-difluoro-2-[3-methyl-2-(2-methyl-propenyl)-benzoylamino]-indan-2-carboxylic acid (392) (82 mg, 0.21 mmol) in MeOH (40 mL) is hydrogenated using 10% palladium/carbon catalyst at 40 bar and 30° C. using the Thales nanotechnology H-Cube for 5 h. The MeOH is concentrated to dryness in vacuo to give the product (393) as white solid powder. The reactants are C(#N)C(C(C1CC1)NC(=O)C1=CN(C2=NC=C(N=C21)C2CC2)COCC[Si](C)(C)C)(C)C (2-cyclopropyl-5-(2-trimethylsilanyl-ethoxymethyl)-5H-pyrrolo[2,3-b]pyrazine-7-carboxylic acid (2-cyano-1-cyclopropyl-2,2-dimethyl-ethyl)-amide), CCO (EtOH). Reagents/catalysts: catalyst, PtH(PMe2OH)(PMe2O)2H. Run in O (H2O). Conditions: time 8 hour. The product is C(N)(=O)C(C(C1CC1)NC(=O)C1=CN(C2=NC=C(N=C21)C2CC2)COCC[Si](C)(C)C)(C)C (2-cyclopropyl-5-(2-trimethylsilanyl-ethoxymethyl)-5H-pyrrolo[2,3-b]pyrazine-7-carboxylic acid (2-carbamoyl-1-cyclopropyl-2-methyl-propyl)-amide). Isolated yield 64.0%. Reaction SMILES: [C:1]([C:3]([CH3:32])([CH3:31])[CH:4]([NH:8][C:9]([C:11]1[C:19]2[C:14](=[N:15][CH:16]=[C:17]([CH:20]3[CH2:22][CH2:21]3)[N:18]=2)[N:13]([CH2:23][O:24][CH2:25][CH2:26][Si:27]([CH3:30])([CH3:29])[CH3:28])[CH:12]=1)=[O:10])[CH:5]1[CH2:7][CH2:6]1)#[N:2].CC[OH:35]>O.[PtH]1([P](O[H]O[P]1(C)C)(C)C)[P](O)(C)C>[C:1]([C:3]([CH3:32])([CH3:31])[CH:4]([NH:8][C:9]([C:11]1[C:19]2[C:14](=[N:15][CH:16]=[C:17]([CH:20]3[CH2:22][CH2:21]3)[N:18]=2)[N:13]([CH2:23][O:24][CH2:25][CH2:26][Si:27]([CH3:29])([CH3:28])[CH3:30])[CH:12]=1)=[O:10])[CH:5]1[CH2:6][CH2:7]1)(=[O:35])[NH2:2] |^1:37,41,46|. Procedure: To a solution of 2-cyclopropyl-5-(2-trimethylsilanyl-ethoxymethyl)-5H-pyrrolo[2,3-b]pyrazine-7-carboxylic acid (2-cyano-1-cyclopropyl-2,2-dimethyl-ethyl)-amide (163 mg, 0.36 mmol) in EtOH (9 mL) and H2O (1 mL) was added [PtH(PMe2OH)(PMe2O)2H] (15 mg, 0.036 mmol). The reaction mixture was heated at reflux for 6 h. Additional catalyst (10 mg, 0.023 mmol) was added and heating was continued overnight. The reaction mixture was cooled to room temperature and concentrated. The residue was purified by ... The reactants are BrC=1C=C(C(N(C1)C)=O)NC1=CC=C(C=N1)N1CCN(CC1)C(=O)OC(C)(C)C (tert-Butyl 4-(6-(5-bromo-1-methyl-2-oxo-1,2-dihydropyridin-3-ylamino)pyridine-3-yl)piperazine-1-carboxylate), NC1=CC=C(C=N1)C(=O)N1CCOCC1 ((6-Aminopyridin-3-yl)(morpholino)methanone), BrC=1C(N(C=C(C1)Br)C)=O (3,5-dibromo-1-methylpyridin-2(1H)-one). Product: BrC=1C=C(C(N(C1)C)=O)NC1=NC=C(C=C1)C(=O)N1CCOCC1 (5-Bromo-1-methyl-3-(5-(morpholine-4-carbonyl)pyridin-2-ylamino)pyridine-2(1H)-one). Yield: 21.0%. RXN SMILES: [Br:1][C:2]1[CH:3]=[C:4]([NH:10][C:11]2[N:16]=[CH:15][C:14](N3CCN(C(OC(C)(C)C)=O)CC3)=[CH:13][CH:12]=2)[C:5](=[O:9])[N:6]([CH3:8])[CH:7]=1.NC1N=CC([C:37]([N:39]2[CH2:44][CH2:43][O:42][CH2:41][CH2:40]2)=[O:38])=CC=1.BrC1C(=O)N(C)C=C(Br)C=1>>[Br:1][C:2]1[CH:3]=[C:4]([NH:10][C:11]2[CH:12]=[CH:13][C:14]([C:37]([N:39]3[CH2:44][CH2:43][O:42][CH2:41][CH2:40]3)=[O:38])=[CH:15][N:16]=2)[C:5](=[O:9])[N:6]([CH3:8])[CH:7]=1. Procedure: Following the procedure described for synthesis of 101i, intermediate 111a and 3,5-dibromo-1-methylpyridin-2(1H)-one were reacted to give 111b in 21% yield. LCMS: (M+H)+ 394. 1H NMR (500 MHz, MeOD) δ 8.84 (d, J=2.5, 1H), 8.42 (d, J=2, 1H), 7.72 (m, 1H), 7.42 (d, J=2, 1H), 7.11 (d, J=8.5, 1H), 3.72 (m, 8H), 3.63 (s, 3H). Starting materials: CC=1C(=NC=CC1)C1NC(CC=CC1)C1=NC=CC=C1C (2,7-bis-(3-methyl-pyridin-2-yl)-2,3,6,7-tetrahydro-1H-azepine), BrCCCCN1C(C2=CC=CC=C2C1=O)=O (2-(4-bromo-butyl)-isoindole-1,3-dione), CCN(C(C)C)C(C)C (DIPEA). Run in CN(C)C=O (DMF). Reaction conditions: temperature 90 celsius. Yields the product CC=1C(=NC=CC1)C1N(C(CC=CC1)C1=NC=CC=C1C)CCCCN1C(C2=CC=CC=C2C1=O)=O (2-{4-[2,7-bis-(3-methyl-pyridin-2-yl)-2,3,6,7-tetrahydro-azepin-1-yl]-butyl}-isoindole-1,3-dione). The yield is 25.6%. Reaction SMILES: [CH3:1][C:2]1[C:3]([CH:8]2[CH2:14][CH:13]=[CH:12][CH2:11][CH:10]([C:15]3[C:20]([CH3:21])=[CH:19][CH:18]=[CH:17][N:16]=3)[NH:9]2)=[N:4][CH:5]=[CH:6][CH:7]=1.Br[CH2:23][CH2:24][CH2:25][CH2:26][N:27]1[C:35](=[O:36])[C:34]2[C:29](=[CH:30][CH:31]=[CH:32][CH:33]=2)[C:28]1=[O:37].CCN(C(C)C)C(C)C>CN(C=O)C>[CH3:1][C:2]1[C:3]([CH:8]2[CH2:14][CH:13]=[CH:12][CH2:11][CH:10]([C:15]3[C:20]([CH3:21])=[CH:19][CH:18]=[CH:17][N:16]=3)[N:9]2[CH2:23][CH2:24][CH2:25][CH2:26][N:27]2[C:35](=[O:36])[C:34]3[C:29](=[CH:30][CH:31]=[CH:32][CH:33]=3)[C:28]2=[O:37])=[N:4][CH:5]=[CH:6][CH:7]=1. Procedure: A mixture of 2,7-bis-(3-methyl-pyridin-2-yl)-2,3,6,7-tetrahydro-1H-azepine (30.2 mg, 0.108 mmol), 2-(4-bromo-butyl)-isoindole-1,3-dione (33.5 mg, 0.119 mmol), DMF (3 mL), DIPEA (0.3 mL), and KI (4 mg) were heated to 110° C. for 4 h and overnight at 90° C. The solvent was removed and CH2Cl2 (20 mL) was added to the residue. It was washed with saturated NaHCO3 (10 mL). The aqueous layer was extracted two more times with CH2Cl2. The organic layer was dried (MgSO4), filtered and concentrated. Purifi... Reactants: ClC1=C(C(=O)O)C=CC=C1Cl (2,3-dichlorobenzoic acid), FC1(CCC(CC1)C(CN)C=1C=NC(=NC1)C(F)(F)F)F (2-(4,4-difluorocyclohexyl)-2-(2-(trifluoromethyl)pyrimidin-5-yl)ethanamine). The product is ClC1=C(C(=O)NCC(C=2C=NC(=NC2)C(F)(F)F)C2CCC(CC2)(F)F)C=CC=C1Cl (2,3-dichloro-N-(2-(4,4-difluorocyclohexyl)-2-(2-(trifluoromethyl)pyrimidin-5-yl)ethyl)benzamide). As a reaction SMILES: [Cl:1][C:2]1[C:10]([Cl:11])=[CH:9][CH:8]=[CH:7][C:3]=1[C:4]([OH:6])=O.[F:12][C:13]1([F:32])[CH2:18][CH2:17][CH:16]([CH:19]([C:22]2[CH:23]=[N:24][C:25]([C:28]([F:31])([F:30])[F:29])=[N:26][CH:27]=2)[CH2:20][NH2:21])[CH2:15][CH2:14]1>>[Cl:1][C:2]1[C:10]([Cl:11])=[CH:9][CH:8]=[CH:7][C:3]=1[C:4]([NH:21][CH2:20][CH:19]([CH:16]1[CH2:15][CH2:14][C:13]([F:32])([F:12])[CH2:18][CH2:17]1)[C:22]1[CH:27]=[N:26][C:25]([C:28]([F:29])([F:30])[F:31])=[N:24][CH:23]=1)=[O:6]. Reported procedure: From 2,3-dichlorobenzoic acid and 2-(4,4-difluorocyclohexyl)-2-(2-(trifluoromethyl)pyrimidin-5-yl)ethanamine. LCMS (MH+): m/z=482.1, tR (minutes, Method G)=2.76 The reactants are C1COCCO1, COc1nc2c(N)nc(OCC3CCCO3)nc2n1CC1CCOCC1, CO, Cl, [Na+], [OH-]. The product is Nc1nc(OCC2CCCO2)nc2c1[nH]c(=O)n2CC1CCOCC1. As a reaction SMILES: [CH2:32]1[O:33][CH2:34][CH2:35][O:36][CH2:37]1.[CH3:1][O:2][c:3]1[n:4]([CH2:20][CH:21]2[CH2:22][CH2:23][O:24][CH2:25][CH2:26]2)[c:5]2[n:6][c:7]([O:13][CH2:14][CH:15]3[O:16][CH2:17][CH2:18][CH2:19]3)[n:8][c:9]([NH2:12])[c:10]2[n:11]1.[CH3:30][OH:31].[ClH:27].[Na+:29].[OH-:28]>>[O:2]=[c:3]1[n:4]([CH2:20][CH:21]2[CH2:22][CH2:23][O:24][CH2:25][CH2:26]2)[c:5]2[n:6][c:7]([O:13][CH2:14][CH:15]3[O:16][CH2:17][CH2:18][CH2:19]3)[n:8][c:9]([NH2:12])[c:10]2[nH:11]1. Reported procedure: A 480 mg sample of the free base of 3-(2-(S)-azetidinylmethoxy)-5-bromopyridine, from Example 67 above, was dissolved in 4 mL of acetic acid treated with 1 mL of 37% HCHO and 500 mg of NaBH3CN at 0° C. for 4 hr. The solvents were removed under reduced pressure. The residue was basified with NaHCO3 solution. The mixture was extracted with methylene chloride, the extract was dried over MgSO4, and the solvent was removed. The residue was purified by chromatography on silica gel, eluting with 200:1 ... RXN SMILES: [NH:1]1[CH2:4][CH2:3][C@H:2]1[CH2:5][O:6][C:7]1[CH:8]=[N:9][CH:10]=[C:11]([Br:13])[CH:12]=1.C=O.[BH3-][C:17]#N.[Na+]>C(O)(=O)C>[CH3:17][N:1]1[CH2:4][CH2:3][C@H:2]1[CH2:5][O:6][C:7]1[CH:8]=[N:9][CH:10]=[C:11]([Br:13])[CH:12]=1 |f:2.3|. Run in C(C)(=O)O (acetic acid). The product is CN1[C@@H](CC1)COC=1C=NC=C(C1)Br (3-((1-methyl-2-(S)-azetidinyl)methoxy)-5-bromopyridine). Starting materials: C=O (HCHO), [BH3-]C#N.[Na+] (NaBH3CN), N1[C@@H](CC1)COC=1C=NC=C(C1)Br (3-(2-(S)-azetidinylmethoxy)-5-bromopyridine).